Dataset: the Open Reaction Database (ORD), a public repository of structured organic reaction records. Task: describe an organic reaction: reactants, conditions, products, and yield As a reaction SMILES: [F:1][C:2]1[CH:7]=[CH:6][C:5]([C:8]2[C:16]([C:17]3[CH:22]=[CH:21][N:20]=[CH:19][CH:18]=3)=[C:11]3[NH:12][CH2:13][CH2:14][CH2:15][N:10]3[N:9]=2)=[CH:4][CH:3]=1.[ClH:23]>CO>[ClH:23].[ClH:23].[F:1][C:2]1[CH:7]=[CH:6][C:5]([C:8]2[C:16]([C:17]3[CH:22]=[CH:21][N:20]=[CH:19][CH:18]=3)=[C:11]3[NH:12][CH2:13][CH2:14][CH2:15][N:10]3[N:9]=2)=[CH:4][CH:3]=1 |f:3.4.5|. Yields the product Cl.Cl.FC1=CC=C(C=C1)C1=NN2C(NCCC2)=C1C1=CC=NC=C1 (2-(4-fluorophenyl)-3-(pyridin-4-yl)-4,5,6,7-tetrahydropyrazolo[1,5-a]pyrimidine dihydrochloride). Procedure: To a suspension of 2-(4-fluorophenyl)-3-(pyridin-4-yl)-4,5,6,7-tetrahydropyrazolo[1,5-a]pyrimidine (100 mg) in methanol (2 ml) was added 10% methanolic hydrogen chloride (0.5 ml). The resulting clear solution was concentrated in vacuo. To the residue was added ethanol (3 ml) and the solution was concentrated in vacuo. The residue was crystallized from a mixture of ethanol and diethyl ether to give 2-(4-fluorophenyl)-3-(pyridin-4-yl)-4,5,6,7-tetrahydropyrazolo[1,5-a]pyrimidine dihydrochloride (10... Run in CO (methanol). The reactants are FC1=CC=C(C=C1)C1=NN2C(NCCC2)=C1C1=CC=NC=C1 (2-(4-fluorophenyl)-3-(pyridin-4-yl)-4,5,6,7-tetrahydropyrazolo[1,5-a]pyrimidine), Cl (hydrogen chloride). The reactants are CCOC(CBr)OCC, O=C([O-])[O-], [Cs+], [Cs+], CN(C)C=O, O, OCc1ccc(O)cc1. The product is CCOC(COc1ccc(CO)cc1)OCC. Reaction SMILES: [Br:16][CH2:17][CH:18]([O:19][CH2:20][CH3:21])[O:22][CH2:23][CH3:24].[C:1](=[O:2])([O-:3])[O-:4].[Cs+:5].[Cs+:6].[O:26]=[CH:27][N:28]([CH3:29])[CH3:30].[OH2:25].[OH:7][CH2:8][c:9]1[cH:10][cH:11][c:12]([OH:15])[cH:13][cH:14]1>>[OH:7][CH2:8][c:9]1[cH:10][cH:11][c:12]([O:15][CH2:17][CH:18]([O:19][CH2:20][CH3:21])[O:22][CH2:23][CH3:24])[cH:13][cH:14]1. Starting materials: ClC1=NC2=CC=CC=C2C(=N1)NCCC ((2-Chloro-quinazolin-4-yl)-propylamine), CC1=NNC(=C1)C (3,5-dimethylpyrazole). Solvent: C(C)#N (acetonitrile). Reaction conditions: temperature 170 celsius. Yields the product Cl.CC1=NN(C(=C1)C)C1=NC2=CC=CC=C2C(=N1)NCCC ([2-(3,5-dimethylpyrazol-1-yl)-quinazolin-4-yl]-propylamine, hydrochloride). Isolated yield 44.9%. Reaction SMILES: [Cl:1][C:2]1[N:11]=[C:10]([NH:12][CH2:13][CH2:14][CH3:15])[C:9]2[C:4](=[CH:5][CH:6]=[CH:7][CH:8]=2)[N:3]=1.[CH3:16][C:17]1[CH:21]=[C:20]([CH3:22])[NH:19][N:18]=1>C(#N)C>[ClH:1].[CH3:16][C:17]1[CH:21]=[C:20]([CH3:22])[N:19]([C:2]2[N:11]=[C:10]([NH:12][CH2:13][CH2:14][CH3:15])[C:9]3[C:4](=[CH:5][CH:6]=[CH:7][CH:8]=3)[N:3]=2)[N:18]=1 |f:3.4|. Procedure: (2-Chloro-quinazolin-4-yl)-propylamine (450 mg, 2.03 mmol) was dissolved in acetonitrile (7.5 mL) and 3,5-dimethylpyrazole (215 mg, 2.23 mmol) was added. The mixture was heated in a microwave oven at 170° C. for 20 minutes. Filtration gave [2-(3,5-dimethylpyrazol-1-yl)-quinazolin-4-yl]-propylamine, hydrochloride (290 mg, 51%) as a pale red crystalline compound. Mp. 208° C. Reactants: N1C(=NC=C1)CC1(CN(C(C1)=O)C1=C(C=CC=C1C)C)C(=O)OC(C)(C)C (tert-Butyl 3-((1H-imidazol-2-yl)methyl)-1-(2,6-dimethylphenyl)-5-oxopyrrolidine-3-carboxylate), FC(C=1C=C(N)C=C(C1)C(F)(F)F)(F)F (3,5-bis(trifluoromethyl)aniline), C(=O)(C=1NC=CN1)C=1NC=CN1 (carbonyl diimidazole), C(C)(C)N(CC)C(C)C (diisopropylethyl amine). Run in Cl (HCl), O1CCOCC1 (dioxane), C(C)(=O)OCC (ethyl acetate). Run at temperature 60 celsius, time 2 hour. Product: N1C(=NC=C1)CC1(CN(C(C1)=O)C1=C(C=CC=C1C)C)C(=O)NC1=CC(=CC(=C1)C(F)(F)F)C(F)(F)F (3-((1H-imidazol-2-yl)methyl)-N-(3,5-bis(trifluoromethyl)phenyl)-1-(2,6-dimethylphenyl)-5-oxopyrrolidine-3-carboxamide). Isolated yield 42.0%. Reaction SMILES: [NH:1]1[CH:5]=[CH:4][N:3]=[C:2]1[CH2:6][C:7]1([C:21]([O:23]C(C)(C)C)=O)[CH2:11][C:10](=[O:12])[N:9]([C:13]2[C:18]([CH3:19])=[CH:17][CH:16]=[CH:15][C:14]=2[CH3:20])[CH2:8]1.C(C1NC=CN=1)(C1NC=CN=1)=O.C(N(C(C)C)CC)(C)C.[F:49][C:50]([F:63])([F:62])[C:51]1[CH:52]=[C:53]([CH:55]=[C:56]([C:58]([F:61])([F:60])[F:59])[CH:57]=1)[NH2:54]>Cl.O1CCOCC1.C(OCC)(=O)C>[NH:3]1[CH:4]=[CH:5][N:1]=[C:2]1[CH2:6][C:7]1([C:21]([NH:54][C:53]2[CH:55]=[C:56]([C:58]([F:59])([F:60])[F:61])[CH:57]=[C:51]([C:50]([F:49])([F:62])[F:63])[CH:52]=2)=[O:23])[CH2:11][C:10](=[O:12])[N:9]([C:13]2[C:14]([CH3:20])=[CH:15][CH:16]=[CH:17][C:18]=2[CH3:19])[CH2:8]1. Procedure: tert-Butyl 3-((1H-imidazol-2-yl)methyl)-1-(2,6-dimethylphenyl)-5-oxopyrrolidine-3-carboxylate prepared in Step b above (460 mg, 1.2 mmol) was dissolved in 4 mL of 4 M HCl in dioxane and heated at 60° C. for 2 h. The solvent was evaporated to dryness and the residue suspended in THF (5 mL) was treated with carbonyl diimidazole (201 mg, 1.2 mmol) and diisopropylethyl amine (626 μL, 3.6 mmol) and heated at 40° C. for 1 h. The warm reaction mixture was treated with 3,5-bis(trifluoromethyl)aniline (5... The reactants are COC([C@@H]1N(C[C@@H](C1)O)C(=O)OCC1=CC=CC=C1)=O (N-Cbz-cis-4-hydroxy-D-proline methyl ester), C1=C(C=CC2=CC=CC=C12)O (β-naphthol), C1(=CC=CC=C1)P(C1=CC=CC=C1)C1=CC=CC=C1 (triphenylphosphine), diethyl azidodicarboxylate. The solvent is C1CCOC1 (THF). Run at time 18 hour. Yields the product COC([C@@H]1N(C[C@H](C1)OC1=CC2=CC=CC=C2C=C1)C(=O)OCC1=CC=CC=C1)=O (N-Cbz-trans-4-(2-naphthyloxy)-D-proline methyl ester). Yield: 212.2%. Reaction SMILES: [CH3:1][O:2][C:3](=[O:20])[C@H:4]1[CH2:8][C@@H:7]([OH:9])[CH2:6][N:5]1[C:10]([O:12][CH2:13][C:14]1[CH:19]=[CH:18][CH:17]=[CH:16][CH:15]=1)=[O:11].[CH:21]1[C:30]2[C:25](=[CH:26][CH:27]=[CH:28][CH:29]=2)[CH:24]=[CH:23][C:22]=1O.C1(P(C2C=CC=CC=2)C2C=CC=CC=2)C=CC=CC=1>C1COCC1>[CH3:1][O:2][C:3](=[O:20])[C@H:4]1[CH2:8][C@H:7]([O:9][C:23]2[CH:22]=[CH:21][C:30]3[C:25](=[CH:26][CH:27]=[CH:28][CH:29]=3)[CH:24]=2)[CH2:6][N:5]1[C:10]([O:12][CH2:13][C:14]1[CH:19]=[CH:18][CH:17]=[CH:16][CH:15]=1)=[O:11]. Procedure details: A solution of 15.0 g (53.7 mmol) of N-Cbz-cis-4-hydroxy-D-proline methyl ester, 11.3 g (78.4 mmol) of β-naphthol, and 20.5 g (78.2 mmol) of triphenylphosphine in 300 mL of THF was treated with 12.3 mL (78.1 mmol) of diethyl azidodicarboxylate over 0.5 hour. The reaction was stirred at room temperature for 18 hours and was quenched by the addition of 100 mL sat'd aq NaCl. The two layers were separated and the organic solution dried (Na2SO4). Evaporation of the solvent gave 46.2 g of an oil which ... The reactants are N#Cc1ccc(-c2ccc(Br)o2)cn1, N#Cc1ccc(B(O)O)cc1, Cc1ccccc1, CO, [Na+], O=C([O-])O, CN(C)C=O, [Pd], c1ccc(P(c2ccccc2)c2ccccc2)cc1, c1ccc(P(c2ccccc2)c2ccccc2)cc1, c1ccc(P(c2ccccc2)c2ccccc2)cc1, c1ccc(P(c2ccccc2)c2ccccc2)cc1. The product is N#Cc1ccc(-c2ccc(-c3ccc(C#N)nc3)o2)cc1. As a reaction SMILES: [Br:1][c:2]1[cH:3][cH:4][c:5](-[c:7]2[cH:8][cH:9][c:10]([C:13]#[N:14])[n:11][cH:12]2)[o:6]1.[C:20](#[N:21])[c:22]1[cH:23][cH:24][c:25]([B:28]([OH:29])[OH:30])[cH:26][cH:27]1.[CH3:36][c:37]1[cH:38][cH:39][cH:40][cH:41][cH:42]1.[CH3:43][OH:44].[Na+:19].[O-:15][C:16]([OH:17])=[O:18].[O:31]=[CH:32][N:33]([CH3:34])[CH3:35].[Pd:45].[c:103]1([P:104]([c:105]2[cH:106][cH:107][cH:108][cH:109][cH:110]2)[c:111]2[cH:112][cH:113][cH:114][cH:115][cH:116]2)[cH:117][cH:118][cH:119][cH:120][cH:121]1.[c:46]1([P:47]([c:48]2[cH:49][cH:50][cH:51][cH:52][cH:53]2)[c:54]2[cH:55][cH:56][cH:57][cH:58][cH:59]2)[cH:60][cH:61][cH:62][cH:63][cH:64]1.[c:65]1([P:66]([c:67]2[cH:68][cH:69][cH:70][cH:71][cH:72]2)[c:73]2[cH:74][cH:75][cH:76][cH:77][cH:78]2)[cH:79][cH:80][cH:81][cH:82][cH:83]1.[c:84]1([P:85]([c:86]2[cH:87][cH:88][cH:89][cH:90][cH:91]2)[c:92]2[cH:93][cH:94][cH:95][cH:96][cH:97]2)[cH:98][cH:99][cH:100][cH:101][cH:102]1>>[c:2]1(-[c:25]2[cH:24][cH:23][c:22]([C:20]#[N:21])[cH:27][cH:26]2)[cH:3][cH:4][c:5](-[c:7]2[cH:8][cH:9][c:10]([C:13]#[N:14])[n:11][cH:12]2)[o:6]1. Starting materials: NC1=CC=C(C=C1)S(=O)(=O)NC1=NC(=NC(=C1)Cl)NC (4-amino-N-(6-chloro-2-methylamino-pyrimidin-4-yl)-benzenesulfonamide), C(C)(C)N (isopropylamine). Run in C(C)O (ethanol), C(C)O (ethanol). Yields the product NC1=CC=C(C=C1)S(=O)(=O)NC1=NC(=NC(=C1)NC(C)C)NC (4-amino-N-(6-isopropylamino-2-methylamino-pyrimidin-4-yl)-benzenesulfonamide). Yield: 35.7%. Reaction SMILES: [NH2:1][C:2]1[CH:7]=[CH:6][C:5]([S:8]([NH:11][C:12]2[CH:17]=[C:16](Cl)[N:15]=[C:14]([NH:19][CH3:20])[N:13]=2)(=[O:10])=[O:9])=[CH:4][CH:3]=1.[CH:21]([NH2:24])([CH3:23])[CH3:22]>C(O)C>[NH2:1][C:2]1[CH:7]=[CH:6][C:5]([S:8]([NH:11][C:12]2[CH:17]=[C:16]([NH:24][CH:21]([CH3:23])[CH3:22])[N:15]=[C:14]([NH:19][CH3:20])[N:13]=2)(=[O:10])=[O:9])=[CH:4][CH:3]=1. Procedure: 0.314 g (0.001 mol) of 4-amino-N-(6-chloro-2-methylamino-pyrimidin-4-yl)-benzenesulfonamide and 8.6 ml (0.1 mol) of isopropylamine were stirred in 15 ml of ethanol in an autoclave at 130° C. for 3 hours. The reaction mixture was freed from solvent, the residue was suspended in 8 ml of ethanol and treated in an ultra sound bath for 15 minutes. The precipitate was filtered off, dissolved in 10 ml of 0.1N NaOH and filtered. The filtrate was adjusted to pH 6 with 0.1N HCl. The precipitate was filter...